From a dataset of the Open Reaction Database (ORD), a public repository of structured organic reaction records. describe an organic reaction: reactants, conditions, products, and yield The reactants are CC[Mg+].[Br-] (EtMgBr), BrC=1SC=CC1C (2-bromo-3-methylthiophene), O=C1CCN(CC1)C(=O)OC(C)(C)C (tert-butyl 4-oxopiperidine-1-carboxylate), Cl (HCl). The solvent is C1CCOC1 (THF), CCOC(=O)C (EtOAc), C1CCOC1 (THF). Run at time 72 hour. Yields the product OC1(CCN(CC1)C(=O)OC(C)(C)C)C=1SC=CC1C (tert-Butyl 4-hydroxy-4-(3-methylthiophen-2-yl)piperidine-1-carboxylate), Compound 1052. The yield is 71.5%. Reaction SMILES: CC[Mg+].[Br-].Br[C:6]1[S:7][CH:8]=[CH:9][C:10]=1[CH3:11].[O:12]=[C:13]1[CH2:18][CH2:17][N:16]([C:19]([O:21][C:22]([CH3:25])([CH3:24])[CH3:23])=[O:20])[CH2:15][CH2:14]1.Cl>C1COCC1.CCOC(C)=O>[OH:12][C:13]1([C:6]2[S:7][CH:8]=[CH:9][C:10]=2[CH3:11])[CH2:14][CH2:15][N:16]([C:19]([O:21][C:22]([CH3:25])([CH3:24])[CH3:23])=[O:20])[CH2:17][CH2:18]1 |f:0.1|. Reported procedure: To a solution of EtMgBr (300 mL of 1.0M, 300 mmol) in THF (400 mL) at RT was added 2-bromo-3-methylthiophene (48.28 g, 272.7 mmol) dropwise. The mixture was stirred at RT for 72 hours. To the reaction mixture was added a solution of tert-butyl 4-oxopiperidine-1-carboxylate (54.33 g, 272.7 mmol) in THF at RT. The reaction was stirred for 3 hours and 2 N HCl was added to quench the reaction. The mixture was extracted with EtOAc and the combined organics washed with water, satd' NaHCO3 solution, an... The reactants are bis(2-methoxyethyl)azodicarboxylate, CN1N=C2C=CC(=CC2=C1C)N1C(C=C(C=C1)O)=O (1-(2,3-dimethyl-2H-indazol-5-yl)-4-hydroxypyridin-2(1H)-one), FC(C=1N=C(SC1)CO)(F)F ([4-(trifluoromethyl)-1,3-thiazol-2-yl]methanol), C1(=CC=CC=C1)P(C1=CC=CC=C1)C1=CC=CC=C1 (triphenylphosphine), O (water). The solvent is O1CCCC1 (tetrahydrofuran). Reaction conditions: time 3 hour. The product is CN1N=C2C=CC(=CC2=C1C)N1C(C=C(C=C1)OCC=1SC=C(N1)C(F)(F)F)=O (1-(2,3-dimethyl-2H-indazol-5-yl)-4-{[4-(trifluoromethyl)-1,3-thiazol-2-yl]methoxy}pyridin-2(1H)-one). The yield is 39.2%. As a reaction SMILES: [CH3:1][N:2]1[C:10]([CH3:11])=[C:9]2[C:4]([CH:5]=[CH:6][C:7]([N:12]3[CH:17]=[CH:16][C:15]([OH:18])=[CH:14][C:13]3=[O:19])=[CH:8]2)=[N:3]1.[F:20][C:21]([F:30])([F:29])[C:22]1[N:23]=[C:24]([CH2:27]O)[S:25][CH:26]=1.C1(P(C2C=CC=CC=2)C2C=CC=CC=2)C=CC=CC=1.O>O1CCCC1>[CH3:1][N:2]1[C:10]([CH3:11])=[C:9]2[C:4]([CH:5]=[CH:6][C:7]([N:12]3[CH:17]=[CH:16][C:15]([O:18][CH2:27][C:24]4[S:25][CH:26]=[C:22]([C:21]([F:30])([F:29])[F:20])[N:23]=4)=[CH:14][C:13]3=[O:19])=[CH:8]2)=[N:3]1. Procedure details: To a suspension of 1-(2,3-dimethyl-2H-indazol-5-yl)-4-hydroxypyridin-2(1H)-one (65 mg), [4-(trifluoromethyl)-1,3-thiazol-2-yl]methanol (73 mg) and triphenylphosphine (156 mg) in tetrahydrofuran (6 ml) was added bis(2-methoxyethyl)azodicarboxylate (140 mg) at room temperature, and the mixture was stirred at the same temperature for 3 hr. To the reaction mixture was added water, and the mixture was extracted with ethyl acetate. The organic layer was washed with saturated brine, dried over anhydrou...